From a dataset of the Open Reaction Database (ORD), a public repository of structured organic reaction records. describe an organic reaction: reactants, conditions, products, and yield Starting materials: C(C=C)C1CC2=CC=CC(=C2C1)Cl (2-Allyl-4-chloroindane), O=[O+][O-] (ozone). The solvent is CO (methanol), ClCCl (dichloromethane). Conditions: time 16 hour. Yields the product ClC1=C2CC(CC2=CC=C1)CCO (2-(4-chloro-2-indanyl) ethanol), oil. As a reaction SMILES: [CH2:1]([CH:4]1[CH2:12][C:11]2[C:6](=[CH:7][CH:8]=[CH:9][C:10]=2[Cl:13])[CH2:5]1)[CH:2]=C.[O:14]=[O+][O-]>CO.ClCCl>[Cl:13][C:10]1[CH:9]=[CH:8][CH:7]=[C:6]2[C:11]=1[CH2:12][CH:4]([CH2:1][CH2:2][OH:14])[CH2:5]2. Reported procedure: Amalgamated zinc (prepared from zinc powder (6 g), mercuric chloride (0.6 g)) was heated under reflux for 7 hours with 2-allyl-4-chloro-indan-1-one (3 g), toluene (20 ml), conc. hydrochloric acid (20 ml), water (8 ml) and acetic acid (2 ml). Upon cooling conventional work-up gave a crude product which was purified by chromatography (silica/hexane) to give a 2-allyl-4-chloroindane (1.8 g). 2-Allyl-4-chloroindane (0.8 g) in dry methanol (10 ml) and dry dichloromethane (2 ml) was reacted at -35° wi...